Dataset: the Open Reaction Database (ORD), a public repository of structured organic reaction records. Task: describe an organic reaction: reactants, conditions, products, and yield Starting materials: [Si](C)(C)(C(C)(C)C)OC1=CC=C(CC(C(C(=O)OCC)(O)CC)C(=O)OCC)C=C1 (diethyl 3-(4-t-butyldimethylsilyloxybenzyl)-2-ethyl-2-hydroxysuccinate), [OH-].[Li+] (lithium hydroxide), Cl (hydrochloric acid). Run in C(C)(=O)OCC (ethyl acetate), O1CCOCC1 (1,4-dioxane). Reaction conditions: temperature 60 celsius, time 22 hour. Product: [Si](C)(C)(C(C)(C)C)OC1=CC=C(CC(C(C(=O)O)(O)CC)C(=O)O)C=C1 (3-(4-t-butyldimethylsilyloxybenzyl)-2-ethyl-2-hydroxysuccinic acid). The yield is 92.6%. Reaction SMILES: [Si:1]([O:8][C:9]1[CH:30]=[CH:29][C:12]([CH2:13][CH:14]([C:24]([O:26]CC)=[O:25])[C:15]([CH2:22][CH3:23])([OH:21])[C:16]([O:18]CC)=[O:17])=[CH:11][CH:10]=1)([C:4]([CH3:7])([CH3:6])[CH3:5])([CH3:3])[CH3:2].[OH-].[Li+].Cl>O1CCOCC1.C(OCC)(=O)C>[Si:1]([O:8][C:9]1[CH:30]=[CH:29][C:12]([CH2:13][CH:14]([C:24]([OH:26])=[O:25])[C:15]([CH2:22][CH3:23])([OH:21])[C:16]([OH:18])=[O:17])=[CH:11][CH:10]=1)([C:4]([CH3:7])([CH3:5])[CH3:6])([CH3:3])[CH3:2] |f:1.2|. Procedure details: To a solution of diethyl 3-(4-t-butyldimethylsilyloxybenzyl)-2-ethyl-2-hydroxysuccinate 425 mg (0.968 mmol) in 1,4-dioxane (3.9 mL) was added 1 M lithium hydroxide aqueous solution (3.9 mL, 3.9 mmol) at room temperature, and the mixture was stirred at 60° C. for 22 h. The reaction mixture was adjusted to pH 1 with 1 M hydrochloric acid with stirring under ice cooling. The solvent was evaporated under reduced pressure, and the residue thus obtained was dissolved in ethyl acetate, and washed with ... The reactants are C(C1=CC=CC=C1)N1CCC(CC1)N(C1=NC=CC=C1N)CCC (1-benzyl-4-[N-propyl-N-(3-amino-2-pyridinyl)amino]piperidine), C(C)=O (acetaldehyde), CC(=O)C (acetone). Product: C(C1=CC=CC=C1)N1CCC(CC1)N(C1=NC=CC=C1NC(C)C)CC (1-Benzyl-4-[N-ethyl-N-(3-(1-methylethylamino)-2-pyridinyl)amino]piperidine). As a reaction SMILES: [CH2:1]([N:8]1[CH2:13][CH2:12][CH:11]([N:14]([CH2:22][CH2:23]C)[C:15]2[C:20]([NH2:21])=[CH:19][CH:18]=[CH:17][N:16]=2)[CH2:10][CH2:9]1)[C:2]1[CH:7]=[CH:6][CH:5]=[CH:4][CH:3]=1.C(=O)C.[CH3:28][C:29]([CH3:31])=O>>[CH2:1]([N:8]1[CH2:13][CH2:12][CH:11]([N:14]([CH2:22][CH3:23])[C:15]2[C:20]([NH:21][CH:29]([CH3:31])[CH3:28])=[CH:19][CH:18]=[CH:17][N:16]=2)[CH2:10][CH2:9]1)[C:2]1[CH:7]=[CH:6][CH:5]=[CH:4][CH:3]=1. Procedure: Following the general procedure of EXAMPLE 115 and making non-critical variations but substituting 1-benzyl-4-[N-ethyl-N-(3-amino-2-pyridinyl)amino]piperidine (PREPARATION 4) for 1-benzyl-4-[N-propyl-N-(3-amino-2-pyridinyl)amino]piperidine and acetone for acetaldehyde, the title compound is obtained, NMR (CDCl3) 7.71, 7.30, 7.25, 6.80, 4.72, 3.55, 3.50, 3.11, 3.00, 2.88, 2.00, 1.74, 1.66, 1.20 and 0.86δ. Yields the product CN1CCN(Cc2ccccc2)CC1=O. Reaction SMILES: [CH2:17]1[O:18][CH2:19][CH2:20][CH2:21]1.[H-:1].[Na+:2].[c:3]1([CH2:9][N:10]2[CH2:11][C:12](=[O:16])[NH:13][CH2:14][CH2:15]2)[cH:4][cH:5][cH:6][cH:7][cH:8]1>>[c:3]1([CH2:9][N:10]2[CH2:11][C:12](=[O:16])[N:13]([CH3:17])[CH2:14][CH2:15]2)[cH:4][cH:5][cH:6][cH:7][cH:8]1. Reactants: C1CCOC1, [H-], [Na+], O=C1CN(Cc2ccccc2)CCN1. Starting materials: CCO, [Ni], O, COCCCCC(O)(c1ccccc1)C1CCCN(C(=O)NC(CC2CCCCC2)CN(C)C(=O)OCC[Si](C)(C)C)C1. Product: COCCCCC(c1ccccc1)C1CCCN(C(=O)NC(CC2CCCCC2)CN(C)C(=O)OCC[Si](C)(C)C)C1. As a reaction SMILES: [CH3:44][CH2:45][OH:46].[Ni:48].[OH2:47].[OH:1][C:2]([CH2:3][CH2:4][CH2:5][CH2:6][O:7][CH3:8])([c:9]1[cH:10][cH:11][cH:12][cH:13][cH:14]1)[CH:15]1[CH2:16][N:17]([C:21](=[O:22])[NH:23][CH:24]([CH2:25][N:26]([C:27]([O:28][CH2:29][CH2:30][Si:31]([CH3:32])([CH3:33])[CH3:34])=[O:35])[CH3:36])[CH2:37][CH:38]2[CH2:39][CH2:40][CH2:41][CH2:42][CH2:43]2)[CH2:18][CH2:19][CH2:20]1>>[CH:2]([CH2:3][CH2:4][CH2:5][CH2:6][O:7][CH3:8])([c:9]1[cH:10][cH:11][cH:12][cH:13][cH:14]1)[CH:15]1[CH2:16][N:17]([C:21](=[O:22])[NH:23][CH:24]([CH2:25][N:26]([C:27]([O:28][CH2:29][CH2:30][Si:31]([CH3:32])([CH3:33])[CH3:34])=[O:35])[CH3:36])[CH2:37][CH:38]2[CH2:39][CH2:40][CH2:41][CH2:42][CH2:43]2)[CH2:18][CH2:19][CH2:20]1. The reactants are BrBr (bromine), BrC1=CC(=C(C=C1C)C(C)=O)OCC1=CC=CC=C1 (1-{4-bromo-5-methyl-2-[(phenylmethyl)oxy]phenyl}ethanone), [OH-].[Na+] (sodium hydroxide). Solvent: O1CCOCC1 (1,4-dioxane), O (water). Reaction conditions: temperature 0 celsius, time 10 minute. The product is BrC1=CC(=C(C(=O)O)C=C1C)OCC1=CC=CC=C1 (4-Bromo-5-methyl-2-[(phenylmethyl)oxy]benzoic acid). As a reaction SMILES: [Br:1][C:2]1[C:7]([CH3:8])=[CH:6][C:5]([C:9](=[O:11])C)=[C:4]([O:12][CH2:13][C:14]2[CH:19]=[CH:18][CH:17]=[CH:16][CH:15]=2)[CH:3]=1.[OH-:20].[Na+].BrBr>O1CCOCC1.O>[Br:1][C:2]1[C:7]([CH3:8])=[CH:6][C:5]([C:9]([OH:11])=[O:20])=[C:4]([O:12][CH2:13][C:14]2[CH:19]=[CH:18][CH:17]=[CH:16][CH:15]=2)[CH:3]=1 |f:1.2|. Reported procedure: To a solution of 1-{4-bromo-5-methyl-2-[(phenylmethyl)oxy]phenyl}ethanone (may be prepared as described in Description 11; 607 mg, 1.90 mmol) in 1,4-dioxane (10 ml) was added sodium hydroxide (761 mg, 19.02 mmol) in water (10 ml). The solution was cooled to 0° C. and bromine (0.29 ml, 5.71 mmol) was added. The mixture was stirred for 10 minutes at 0° C. and then at room temperature for one hour. The dioxane was removed under reduced pressure and the residue acidified to pH=2 using 2N HCl. The mi... The reactants are COC(=O)c1ccccc1Br, C1CNCCN1, C1COCCO1, [K+], [K+], O=C([O-])[O-]. The product is COC(=O)c1ccccc1N1CCNCC1. As a reaction SMILES: [Br:1][c:2]1[c:3]([C:4](=[O:5])[O:6][CH3:7])[cH:8][cH:9][cH:10][cH:11]1.[CH2:12]1[CH2:13][NH:14][CH2:15][CH2:16][NH:17]1.[CH2:24]1[O:25][CH2:26][CH2:27][O:28][CH2:29]1.[K+:18].[K+:19].[O-:20][C:21]([O-:22])=[O:23]>>[c:2]1([N:14]2[CH2:13][CH2:12][NH:17][CH2:16][CH2:15]2)[c:3]([C:4](=[O:5])[O:6][CH3:7])[cH:8][cH:9][cH:10][cH:11]1.